Dataset: the Open Reaction Database (ORD), a public repository of structured organic reaction records. Task: describe an organic reaction: reactants, conditions, products, and yield The reactants are C(C)C1=C(C2=CC=CC=C2C=C1)N (2-Ethylnaphthyl amine), C(C)(=O)N1C(NCC1)=O (N-acetyl-2imidazolidinone), O=P(Cl)(Cl)Cl (POCl3). Yields the product C(C)C1=C(C2=CC=CC=C2C=C1)NC=1NCCN1 (2-(2-ethylnaphthylamino)-2-imidazoline). As a reaction SMILES: [CH2:1]([C:3]1[CH:12]=[CH:11][C:10]2[C:5](=[CH:6][CH:7]=[CH:8][CH:9]=2)[C:4]=1[NH2:13])[CH3:2].C([N:17]1[CH2:21][CH2:20][NH:19][C:18]1=O)(=O)C.O=P(Cl)(Cl)Cl>>[CH2:1]([C:3]1[CH:12]=[CH:11][C:10]2[C:5](=[CH:6][CH:7]=[CH:8][CH:9]=2)[C:4]=1[NH:13][C:18]1[NH:19][CH2:20][CH2:21][N:17]=1)[CH3:2]. Procedure details: 2-Ethylnaphthyl amine is reacted with N-acetyl-2imidazolidinone in the presence of POCl3 to produce the imidazoline intermediate. This intermediate is treated with sodium hydroxide and water to remove the aceto group and yield the name compound (VIII). Starting materials: N1N=CC2=CC(=CC=C12)O[C@H]1C[C@H](CCC1)N1C(C2=CC=CC=C2C1=O)=O (cis-2-[3-(1H-indazol-5-yloxy)cyclohexyl]-1H-isoindole-1,3(2H)-dione), O[C@H]1C[C@H](CCC1)N1C(C2=CC=CC=C2C1=O)=O (cis-2-(3-hydroxycyclohexyl)-1H-isoindole-1,3(2H)-dione), CC1=C2C=NNC2=CC=C1O (4-methyl-1H-indazol-5-ol). Product: CC1=C2C=NNC2=CC=C1O[C@@H]1CC[C@H](CC1)N (trans-4-[(4-Methyl-1H-indazol-5-yl)oxy]cyclohexanamine). Reaction SMILES: [NH:1]1[C:9]2[C:4](=[CH:5][C:6](O[C@@H]3CCC[C@H](N4C(=O)C5C(=CC=CC=5)C4=O)C3)=[CH:7][CH:8]=2)C=N1.O[C@@H]1CCC[C@H](N2C(=O)C3C(=CC=CC=3)C2=O)C1.[CH3:46][C:47]1[C:55]([OH:56])=[CH:54][CH:53]=[C:52]2[C:48]=1[CH:49]=[N:50][NH:51]2>>[CH3:46][C:47]1[C:55]([O:56][C@H:6]2[CH2:5][CH2:4][C@H:9]([NH2:1])[CH2:8][CH2:7]2)=[CH:54][CH:53]=[C:52]2[C:48]=1[CH:49]=[N:50][NH:51]2. Procedure details: The following compound of Example 409 was synthesized by carrying out reaction according to the method described in Example 385, except for using the cis-2-[3-(1H-indazol-5-yloxy)cyclohexyl]-1H-isoindole-1,3(2H)-dione obtained in Example 326, (d) and the 4-methyl-1H-indazol-5-ol obtained in Example 402, as starting materials. Yields the product COC1=C(C=C(C=C1)OC)C1=CC(=CC=2CC(OC21)CNC)OC ((±)-{[7-(2,5-dimethoxyphenyl)-5-methoxy-2,3-dihydro-1-benzofuran-2-yl]methyl}methylamine). The reactants are hydrochloride salt, COC1=C(C=C(C=C1)OC)C1=CC(=CC=2CC(OC21)COS(=O)(=O)C2=CC=C(C=C2)C)OC ((±)-{[7-(2,5-dimethoxyphenyl)-5-methoxy-2,3-dihydro-1-benzofuran-2-yl]methyl}4-methylbenzenesulfonate), CN (methylamine). Reaction SMILES: [CH3:1][O:2][C:3]1[CH:8]=[CH:7][C:6]([O:9][CH3:10])=[CH:5][C:4]=1[C:11]1[C:19]2[O:18][CH:17]([CH2:20]OS(C3C=CC(C)=CC=3)(=O)=O)[CH2:16][C:15]=2[CH:14]=[C:13]([O:32][CH3:33])[CH:12]=1.[CH3:34][NH2:35]>>[CH3:1][O:2][C:3]1[CH:8]=[CH:7][C:6]([O:9][CH3:10])=[CH:5][C:4]=1[C:11]1[C:19]2[O:18][CH:17]([CH2:20][NH:35][CH3:34])[CH2:16][C:15]=2[CH:14]=[C:13]([O:32][CH3:33])[CH:12]=1. Procedure details: The title compound was prepared (0.032 g, 27%) following the general procedure of Example 390 as a white solid, hydrochloride salt from (±)-{[7-(2,5-dimethoxyphenyl)-5-methoxy-2,3-dihydro-1-benzofuran-2-yl]methyl}4-methylbenzenesulfonate (0.152 g, 0.32 mmol) and methylamine (0.100 g, 3.2 mmol). mp 144-145° C. The reactants are C(#N)C=1C=C(C=CC1)N(C(=O)NC1CCN(CC1)CC1=CC=CC=C1)C1CCCCCC1 (N-(3-Cyanophenyl)-N'-(1-benzylpiperidin-4-yl)cycloheptylurea). Reagents/catalysts: [OH-].[Pd+2].[OH-] (Palladium hydroxide). Solvent: C(C)O (ethanol), C1=CCCCC1 (cyclohexene). Reaction conditions: time 30 minute. The product is C(#N)C=1C=C(C=CC1)N(C(=O)NC1CCNCC1)C1CCCCCC1 (N-(3-Cyanophenyl)-N'-(piperidin-4-yl)cycloheptylurea). As a reaction SMILES: [C:1]([C:3]1[CH:4]=[C:5]([N:9]([CH:26]2[CH2:32][CH2:31][CH2:30][CH2:29][CH2:28][CH2:27]2)[C:10]([NH:12][CH:13]2[CH2:18][CH2:17][N:16](CC3C=CC=CC=3)[CH2:15][CH2:14]2)=[O:11])[CH:6]=[CH:7][CH:8]=1)#[N:2]>C(O)C.C1CCCCC=1.[OH-].[Pd+2].[OH-]>[C:1]([C:3]1[CH:4]=[C:5]([N:9]([CH:26]2[CH2:32][CH2:31][CH2:30][CH2:29][CH2:28][CH2:27]2)[C:10]([NH:12][CH:13]2[CH2:18][CH2:17][NH:16][CH2:15][CH2:14]2)=[O:11])[CH:6]=[CH:7][CH:8]=1)#[N:2] |f:3.4.5|. Reported procedure: N-(3-Cyanophenyl)-N'-(1-benzylpiperidin-4-yl)cycloheptylurea (0.1 g 0.26 mmol) was dissolved in ethanol (10 ml) and cyclohexene (2 ml). Palladium hydroxide catalyst (0.05 g) was added and the reaction was heated at reflux under a nitrogen atmosphere. After 30 min the reaction was allowed to cool to ambient temperature, filtered and concentrated to give a viscous oil. The crude product was purified by flash chromatography on silica gel by eluting with methylene chloride:methanol 85:15 with 3% tri... Starting materials: C[Si](C)(C)Cl (trimethylsilyl chloride), 1.719, [H-].[Al+3].[Li+].[H-].[H-].[H-] (lithium aluminum hydride), [OH-].[Na+] (sodium hydroxide), C(C)(C)(C)C=1C=C(C=C(C1OC)C(C)(C)C)P(C1=C(C=CC=C1)P(OCC)OCC)C1=CC(=C(C(=C1)C(C)(C)C)OC)C(C)(C)C (Diethyl 2-[bis(3,5-di-t-butyl-4-methoxyphenyl)phosphino]phenylphosphonite). Solvent: O (water), C1CCOC1 (THF), C1CCOC1 (THF), C1CCOC1 (THF). Reaction conditions: time 1.5 hour. Yields the product C(C)(C)(C)C=1C=C(C=C(C1OC)C(C)(C)C)P(C1=C(C=CC=C1)P)C1=CC(=C(C(=C1)C(C)(C)C)OC)C(C)(C)C (2-[bis(3,5-di-t-butyl-4-methoxyphenyl)phosphino]phenylphosphine). Yield: 94.0%. As a reaction SMILES: C[Si](Cl)(C)C.[H-].[Al+3].[Li+].[H-].[H-].[H-].[C:12]([C:16]1[CH:17]=[C:18]([P:28]([C:42]2[CH:47]=[C:46]([C:48]([CH3:51])([CH3:50])[CH3:49])[C:45]([O:52][CH3:53])=[C:44]([C:54]([CH3:57])([CH3:56])[CH3:55])[CH:43]=2)[C:29]2[CH:34]=[CH:33][CH:32]=[CH:31][C:30]=2[P:35](OCC)OCC)[CH:19]=[C:20]([C:24]([CH3:27])([CH3:26])[CH3:25])[C:21]=1[O:22][CH3:23])([CH3:15])([CH3:14])[CH3:13].[OH-].[Na+]>O.C1COCC1>[C:24]([C:20]1[CH:19]=[C:18]([P:28]([C:42]2[CH:47]=[C:46]([C:48]([CH3:51])([CH3:50])[CH3:49])[C:45]([O:52][CH3:53])=[C:44]([C:54]([CH3:57])([CH3:56])[CH3:55])[CH:43]=2)[C:29]2[CH:34]=[CH:33][CH:32]=[CH:31][C:30]=2[PH2:35])[CH:17]=[C:16]([C:12]([CH3:15])([CH3:14])[CH3:13])[C:21]=1[O:22][CH3:23])([CH3:25])([CH3:26])[CH3:27] |f:1.2.3.4.5.6,8.9|. Reported procedure: Under a nitrogen atmosphere, 4.89 g (45.0 mmol) of trimethylsilyl chloride was added dropwise to a 75 mL THF suspension of 1.719 (45.0 mmol) of lithium aluminum hydride at −30° C. over a period of 30 minutes, and after the dropwise addition, the whole was stirred at room temperature for 1.5 hours. Then, a 50 mL THF solution of 10.0 g (15.0 mmol) of the diethyl 2-[bis(3,5-di-t-butyl-4-methoxyphenyl)phosphino]phenylphosphonite (8) was added dropwise at −30° C. over a period of 30 minutes and the w... Reactants: resultant mixture, saccharide, CC(C)NCC(C=1C=CC(=C(C1)O)O)O.Cl (isoproterenol hydrochloride), dextrin. The solvent is O (water). Product: α-glucosyl isoproterenol, CC(C)NCC(C=1C=CC(=C(C1)O)O)O (isoproterenol). Isolated yield 35.0%. RXN SMILES: [CH3:1][CH:2]([NH:4][CH2:5][CH:6]([OH:15])[C:7]1[CH:8]=[CH:9][C:10]([OH:14])=[C:11]([OH:13])[CH:12]=1)[CH3:3].Cl>O>[CH3:3][CH:2]([NH:4][CH2:5][CH:6]([OH:15])[C:7]1[CH:8]=[CH:9][C:10]([OH:14])=[C:11]([OH:13])[CH:12]=1)[CH3:1] |f:0.1|. Reported procedure: One part by weight of isoproterenol hydrochloride and 4 parts by weight of dextrin (DE 10) were added with 20 parts by weight of water, and, similarly as in Example A-1 the resultant mixture was subjected to a saccharide-transfer reaction and glucoamylase reaction, purified by gel chromatography, concentrated and pulverized to obtain a white product of α-glucosyl isoproterenol in the yield of about 35% against the weight of the material isoproterenol, d.s.b. Starting materials: C1(C=2C(C(N1CC(CCC(C)=O)=O)=O)=CC=CC2)=O (6-phthalimido-2,5-hexanedione), N1(C=NC=C1)CCCN (3-(1-imidazolyl)-propylamine), Cl (hydrochloric acid). Solvent: C(C)(=O)O (acetic acid). Product: Cl.N1(C=NC=C1)CCCN1C(=CC=C1C)CN1C(C=2C(C1=O)=CC=CC2)=O (1-(3-(1-Imidazolyl)-propyl)-2-(phthalimido-methyl)-5-methyl-pyrrole hydrochloride). RXN SMILES: [C:1]1(=[O:19])[N:5]([CH2:6][C:7](=O)[CH2:8][CH2:9][C:10](=O)[CH3:11])[C:4](=[O:14])[C:3]2=[CH:15][CH:16]=[CH:17][CH:18]=[C:2]12.[N:20]1([CH2:25][CH2:26][CH2:27][NH2:28])[CH:24]=[CH:23][N:22]=[CH:21]1.[ClH:29]>C(O)(=O)C>[ClH:29].[N:20]1([CH2:25][CH2:26][CH2:27][N:28]2[C:10]([CH3:11])=[CH:9][CH:8]=[C:7]2[CH2:6][N:5]2[C:4](=[O:14])[C:3]3=[CH:15][CH:16]=[CH:17][CH:18]=[C:2]3[C:1]2=[O:19])[CH:24]=[CH:23][N:22]=[CH:21]1 |f:4.5|. Reported procedure: 5.2 g (0.02 mol) of 6-phthalimido-2,5-hexanedione and 2.5 g (0.02 mol) of 3-(1-imidazolyl)-propylamine are stirred in 70 ml of acetic acid at 80° C. for 2 hours and the mixture is worked up as in Example 1. After ethanolic hydrochloric acid has been added, the product is filtered off and recrystallised from ethanol. Reaction SMILES: [C:1]([CH3:2])(=[O:3])[NH:4][CH:5]([CH2:6][CH2:7][C:8](=[O:9])[O:10][C:11]([CH3:12])([CH3:13])[CH3:14])[CH2:15][c:16]1[cH:17][c:18]([O:22][CH3:23])[cH:19][cH:20][cH:21]1.[CH2:27]1[O:28][CH2:29][CH2:30][O:31][CH2:32]1.[ClH:33].[Na+:26].[OH-:25].[OH2:24]>>[C:1]([CH3:2])(=[O:3])[NH:4][CH:5]([CH2:6][CH2:7][C:8](=[O:9])[OH:10])[CH2:15][c:16]1[cH:17][c:18]([O:22][CH3:23])[cH:19][cH:20][cH:21]1. Yields the product COc1cccc(CC(CCC(=O)O)NC(C)=O)c1. Starting materials: COc1cccc(CC(CCC(=O)OC(C)(C)C)NC(C)=O)c1, C1COCCO1, Cl, [Na+], [OH-], O. Starting materials: Cc1cccc(-c2ccccc2)n1, O=Cc1cccc(C=O)c1, [Cl-], [Cl-], [Zn+2]. The product is O=Cc1cccc(C=Cc2cccc(-c3ccccc3)n2)c1. Reaction SMILES: [CH3:1][c:2]1[n:3][c:4](-[c:8]2[cH:9][cH:10][cH:11][cH:12][cH:13]2)[cH:5][cH:6][cH:7]1.[CH:14]([c:15]1[cH:16][c:17]([CH:18]=[O:19])[cH:20][cH:21][cH:22]1)=[O:23].[Cl-:24].[Cl-:26].[Zn+2:25]>>[CH:1]([c:2]1[n:3][c:4](-[c:8]2[cH:9][cH:10][cH:11][cH:12][cH:13]2)[cH:5][cH:6][cH:7]1)=[CH:14][c:15]1[cH:16][c:17]([CH:18]=[O:19])[cH:20][cH:21][cH:22]1.